From a dataset of the Open Reaction Database (ORD), a public repository of structured organic reaction records. describe an organic reaction: reactants, conditions, products, and yield Starting materials: CC(=Cc1ccc(C(=O)O)cc1)c1ccc2c(c1)C(C)(C)CCC2(C)C, O=Cc1ccc([N+](=O)[O-])cc1. Yields the product CC(=Cc1ccc(C(=O)OCc2ccc([N+](=O)[O-])cc2)cc1)c1ccc2c(c1)C(C)(C)CCC2(C)C. RXN SMILES: [CH3:1][C:2]1([CH3:26])[c:3]2[cH:4][cH:5][c:6]([C:14](=[CH:15][c:16]3[cH:17][cH:18][c:19]([C:20](=[O:21])[OH:22])[cH:23][cH:24]3)[CH3:25])[cH:7][c:8]2[C:9]([CH3:12])([CH3:13])[CH2:10][CH2:11]1.[N+:27](=[O:28])([O-:29])[c:30]1[cH:31][cH:32][c:33]([CH:34]=[O:35])[cH:36][cH:37]1>>[CH3:1][C:2]1([CH3:26])[c:3]2[cH:4][cH:5][c:6]([C:14](=[CH:15][c:16]3[cH:17][cH:18][c:19]([C:20](=[O:21])[O:22][CH2:34][c:33]4[cH:32][cH:31][c:30]([N+:27](=[O:28])[O-:29])[cH:37][cH:36]4)[cH:23][cH:24]3)[CH3:25])[cH:7][c:8]2[C:9]([CH3:12])([CH3:13])[CH2:10][CH2:11]1. Reactants: O1CCCC1 (tetrahydrofuran), polyester resin, C(#N)C(=C(C#N)C#N)C1=CC=C(N(CCCC)CCCC)C=C1 (dye), polyvinyl chloride, C(#N)C(=C(C#N)C#N)C1=CC=C(N(CCCC)CCCC)C=C1 (dye). The solvent is C(C)C(=O)C (methyl ethyl ketone). Yields the product C1(CCCCC1)=O (cyclohexanone), C(#N)C(=C(C#N)C#N)C1=CC=C(N(CCCC)CCCC)C=C1 (dye). As a reaction SMILES: [C:1]([C:3]([C:9]1[CH:23]=[CH:22][C:12]([N:13]([CH2:18][CH2:19][CH2:20][CH3:21])[CH2:14][CH2:15][CH2:16][CH3:17])=[CH:11][CH:10]=1)=[C:4]([C:7]#[N:8])[C:5]#[N:6])#[N:2].[O:24]1CCCC1>C(C(C)=O)C>[C:9]1(=[O:24])[CH2:23][CH2:22][CH2:12][CH2:11][CH2:10]1.[C:1]([C:3]([C:9]1[CH:23]=[CH:22][C:12]([N:13]([CH2:18][CH2:19][CH2:20][CH3:21])[CH2:14][CH2:15][CH2:16][CH3:17])=[CH:11][CH:10]=1)=[C:4]([C:5]#[N:6])[C:7]#[N:8])#[N:2]. Reported procedure: A dye solution containing 3.37 wt-% dibutyl magenta dye (4-tricyanovinyl-N,N-dibutylaniline), 0.84 wt-% butyl magenta (structure shown below), 3.94 wt-% GEON® 178 (polyvinyl chloride, B.F. Goodrich Co., Cleveland, Ohio), 0.28 wt-% VITEL™ PE-200 (polyester resin from Goodyear Chemicals Co., Akron, Ohio), 1.57 wt-% TROYSOL™ CD 1 dispersing agent (CAS registry No.: 64742-88-7, purchased from Troy Chemical, Newark, N.J.), 13.5 wt-% tetrahydrofuran, 36.0 wt-% methyl ethyl ketone, and 40.5 wt-% cycloh... Starting materials: COC(CC1=CC2=CC=C(C=C2C(=C1C)OS(=O)(=O)C(F)(F)F)F)=O ((6-fluoro-3-methyl-4-trifluoromethanesulfonyloxy-naphthalen-2-yl)-acetic acid methyl ester), C1(=CC=CC=C1)P(C1=CC=CC=C1)C1=CC=CC=C1 (Triphenylphosphine), B(O)(O)C1=CC=C(C=C1)S(=O)(=O)N1CCCCC1 (1-(4-boronophenylsulfonyl)piperidine), aqueous solution, C([O-])([O-])=O.[Na+].[Na+] (sodium carbonate). Reagents/catalysts: C(C)(=O)[O-].[Pd+2].C(C)(=O)[O-] (palladium (II) acetate). Solvent: O (Water), C(OC)COC (dimethoxyethane). Product: COC(CC1=CC2=CC=C(C=C2C(=C1C)C1=CC=C(C=C1)S(=O)(=O)N1CCCCC1)F)=O ({6-Fluoro-3-methyl-4-[4-(piperidine-1-sulfonyl)-phenyl]-naphthalen-2-yl}-acetic acid methyl ester). Reaction SMILES: [CH3:1][O:2][C:3](=[O:25])[CH2:4][C:5]1[C:14]([CH3:15])=[C:13](OS(C(F)(F)F)(=O)=O)[C:12]2[C:7](=[CH:8][CH:9]=[C:10]([F:24])[CH:11]=2)[CH:6]=1.C1(P(C2C=CC=CC=2)C2C=CC=CC=2)C=CC=CC=1.B([C:48]1[CH:53]=[CH:52][C:51]([S:54]([N:57]2[CH2:62][CH2:61][CH2:60][CH2:59][CH2:58]2)(=[O:56])=[O:55])=[CH:50][CH:49]=1)(O)O.C(=O)([O-])[O-].[Na+].[Na+]>C(COC)OC.C([O-])(=O)C.[Pd+2].C([O-])(=O)C.O>[CH3:1][O:2][C:3](=[O:25])[CH2:4][C:5]1[C:14]([CH3:15])=[C:13]([C:48]2[CH:53]=[CH:52][C:51]([S:54]([N:57]3[CH2:58][CH2:59][CH2:60][CH2:61][CH2:62]3)(=[O:56])=[O:55])=[CH:50][CH:49]=2)[C:12]2[C:7](=[CH:8][CH:9]=[C:10]([F:24])[CH:11]=2)[CH:6]=1 |f:3.4.5,7.8.9|. Procedure: A stirred solution of (6-fluoro-3-methyl-4-trifluoromethanesulfonyloxy-naphthalen-2-yl)-acetic acid methyl ester (0.20 g, 0.52 mmol) in dimethoxyethane (10 mL) was purged with argon for 5 minutes at room temperature. Triphenylphosphine (0.031 g, 0.12 mmol), palladium (II) acetate (0.013 g, 0.06 mmol), 1-(4-boronophenylsulfonyl)piperidine (0.191 g, 0.71 mmol) and a 2 M aqueous solution of sodium carbonate (1.0 mL, 2.0 mmol) were added simultaneously to the reaction mixture at room temperature und... Reactants: COC(=O)c1ccc(C=C(C#N)c2ccc(OC)cc2)cc1, ClCCCl. Yields the product COC(=O)c1ccc(C=C(C#N)c2ccc(O)cc2)cc1. RXN SMILES: [C:1](#[N:2])[C:3](=[CH:4][c:5]1[cH:6][cH:7][c:8]([C:11](=[O:12])[O:13][CH3:14])[cH:9][cH:10]1)[c:15]1[cH:16][cH:17][c:18]([O:21][CH3:22])[cH:19][cH:20]1.[Cl:23][CH2:24][CH2:25][Cl:26]>>[C:1](#[N:2])[C:3](=[CH:4][c:5]1[cH:6][cH:7][c:8]([C:11](=[O:12])[O:13][CH3:14])[cH:9][cH:10]1)[c:15]1[cH:16][cH:17][c:18]([OH:21])[cH:19][cH:20]1. Starting materials: COC(CC(CCC1C(=CCCC1(C)C)C)=O)=O (3-oxo-5-(2,6,6-trimethyl-cyclohex-2-enyl)-pentanoic acid methyl ester). The solvent is C(CO)O (ethylene glycol). Run at temperature 180 celsius. Product: O=C(CC(=O)O)CCC1C(=CCCC1(C)C)C (3-Oxo-5-(2,6,6-trimethyl-cyclohex-2-enyl)-pentanoic acid). As a reaction SMILES: C[O:2][C:3](=[O:18])[CH2:4][C:5](=[O:17])[CH2:6][CH2:7][CH:8]1[C:13]([CH3:15])([CH3:14])[CH2:12][CH2:11][CH:10]=[C:9]1[CH3:16]>C(O)CO>[O:17]=[C:5]([CH2:6][CH2:7][CH:8]1[C:13]([CH3:15])([CH3:14])[CH2:12][CH2:11][CH:10]=[C:9]1[CH3:16])[CH2:4][C:3]([OH:18])=[O:2]. Procedure details: A mixture of 25.2 g 3-oxo-5-(2,6,6-trimethyl-cyclohex-2-enyl)-pentanoic acid methyl ester and 4.3 g ethylene glycol was slowly heated to 180° C. while distilling off methanol. On completion, the reaction mixture was chromatographed over silica gel to yield a colourless liquid.